From a dataset of the Open Reaction Database (ORD), a public repository of structured organic reaction records. describe an organic reaction: reactants, conditions, products, and yield The solvent is O (water). Yields the product C(CCCCCCCCCCCCCCC)S(=O)[O-].[Ag+] (silver hexadecylsulfinate). Starting materials: C(CCCCCCCCCCCCCCC)S(=O)(=O)[O-].[Ag+] (silver hexadecylsulfonate). Procedure: 5 g of silver hexadecylsulfonate was mixed with 12.5 mL of a 10% by weight aqueous solution of the non-ionic surfactant NON 03 and 82.5 g of deionized water in a ball mill to produce a fine and stable dispersion of silver hexadecylsulfinate. Reaction SMILES: [CH2:1]([S:17]([O-])(=[O:19])=[O:18])[CH2:2][CH2:3][CH2:4][CH2:5][CH2:6][CH2:7][CH2:8][CH2:9][CH2:10][CH2:11][CH2:12][CH2:13][CH2:14][CH2:15][CH3:16].[Ag+:21]>O>[CH2:1]([S:17]([O-:19])=[O:18])[CH2:2][CH2:3][CH2:4][CH2:5][CH2:6][CH2:7][CH2:8][CH2:9][CH2:10][CH2:11][CH2:12][CH2:13][CH2:14][CH2:15][CH3:16].[Ag+:21] |f:0.1,3.4|.